Dataset: the Open Reaction Database (ORD), a public repository of structured organic reaction records. Task: describe an organic reaction: reactants, conditions, products, and yield Starting materials: C(C)N1C(CNC=2C1=NC(=CN2)C=2C(=NC(=CC2)C2=NN=CN2)C)=O (1-Ethyl-7-(2-methyl-6-(4H-1,2,4-triazol-3-yl)pyridin-3-yl)-3,4-dihydropyrazino[2,3-b]pyrazin-2(1H)-one), O (water), BrC=1C(=NC=C(N1)Br)NCC(=O)OCC (Ethyl 2-(3,5-dibromopyrazin-2-ylamino)acetate), [OH-].[Na+] (sodium hydroxide). The solvent is O1CCCC1 (tetrahydrofuran). Reaction conditions: time 8 hour. Product: BrC=1C(=NC=C(N1)Br)NCC(=O)[O-].[Na+] (sodium 2-(3,5-dibromopyrazin-2-ylamino)acetate). As a reaction SMILES: C(N1C2=NC(C3C(C)=NC(C4NC=NN=4)=CC=3)=CN=C2NCC1=O)C.[Br:26][C:27]1[C:28]([NH:34][CH2:35][C:36]([O:38]CC)=[O:37])=[N:29][CH:30]=[C:31]([Br:33])[N:32]=1.[OH-].[Na+:42].O>O1CCCC1>[Br:26][C:27]1[C:28]([NH:34][CH2:35][C:36]([O-:38])=[O:37])=[N:29][CH:30]=[C:31]([Br:33])[N:32]=1.[Na+:42] |f:2.3,6.7|. Procedure details: 1-Ethyl-7-(2-methyl-6-(4H-1,2,4-triazol-3-yl)pyridin-3-yl)-3,4-dihydropyrazino[2,3-b]pyrazin-2(1H)-one (Alternate Approach). Ethyl 2-(3,5-dibromopyrazin-2-ylamino)acetate (1 equiv), tetrahydrofuran and sodium hydroxide in water (1.1 equiv) were combined and stirred at room temperature overnight. The reaction mixture was filtered and the collected solids were dried to give sodium 2-(3,5-dibromopyrazin-2-ylamino)acetate as an off-white solid. Sodium 2-(3,5-dibromopyrazin-2-ylamino)acetate and ethy...